This data is from the Open Reaction Database (ORD), a public repository of structured organic reaction records. The task is: describe an organic reaction: reactants, conditions, products, and yield The reactants are Cl.Cl.CN=C(NC=1SC=C(N1)CSCCN)NC (2-[(2-{2,3-Dimethylguanidino}thiazol-4-yl)methylthio]ethylamine dihydrochloride), COC1=NS(N=C1OC)=O (3,4-dimethoxy-1,2,5-thiadiazole 1-oxide), N (ammonia). Yields the product NC1=NS(N=C1NCCSCC=1N=C(SC1)NC(=NC)NC)=O (3-Amino-4-{2-[(2-{2,3-dimethylguanidino}thiazol-4-yl)methylthio]ethylamino}-1,2,5-thiadiazole 1-oxide). Reaction SMILES: Cl.Cl.[CH3:3][N:4]=[C:5]([NH:17][CH3:18])[NH:6][C:7]1[S:8][CH:9]=[C:10]([CH2:12][S:13][CH2:14][CH2:15][NH2:16])[N:11]=1.CO[C:21]1[C:25](OC)=[N:24][S:23](=[O:28])[N:22]=1.[NH3:29]>>[NH2:29][C:21]1[C:25]([NH:16][CH2:15][CH2:14][S:13][CH2:12][C:10]2[N:11]=[C:7]([NH:6][C:5]([NH:17][CH3:18])=[N:4][CH3:3])[S:8][CH:9]=2)=[N:24][S:23](=[O:28])[N:22]=1 |f:0.1.2|. Procedure details: The product of Step A, above, was sequentially reacted with 3,4-dimethoxy-1,2,5-thiadiazole 1-oxide and anhydrous ammonia by the general procedure of Example 117, Step B. The crude reaction mixture was evaporated under reduced pressure and the residue crystallized from methanol to give the title compound, mp 201°-203° (dec.). Starting materials: [N+](=O)([O-])C1=CC=C(C=C1)C=1OC=CC1 (2-(4-nitrophenyl) furan), CuCl2 dihydrate, C(C)OC(C(CCN1C(SC=2C1=NSC2N)=S)CC)=O (ethyl 4-(3-amino-5-thioxo-thiazolo[4,5-c]isothiazol-6-yl)-butyric acid ethyl ester), O (water), CCCCCC (hexane), Nitrosyltetrafluoroborate. Solvent: C(C)#N (acetonitrile), C(C)(=O)OCC (ethyl acetate), C(C)#N (acetonitrile), C(C)(=O)OCC (ethyl acetate), C(C)#N (acetonitrile). Conditions: temperature -10 celsius, time 1 hour. Product: C(C)OC(CCCN1C(SC=2C1=NSC2C=2OC(=CC2)C2=CC=C(C=C2)[N+](=O)[O-])=S)=O (4-{3-[5-(4-nitro-phenyl)-furan-2-yl]-5-thioxo-thiazolo[4,5-c]isothiazol-6-yl}-butyric acid ethyl ester). Yield: 16.8%. RXN SMILES: [CH2:1]([O:3][C:4](=[O:20])[CH:5](CC)[CH2:6][CH2:7][N:8]1[C:12]2=[N:13][S:14][C:15](N)=[C:11]2[S:10][C:9]1=[S:17])[CH3:2].[N+:21]([C:24]1[CH:29]=[CH:28][C:27]([C:30]2[O:31][CH:32]=[CH:33][CH:34]=2)=[CH:26][CH:25]=1)([O-:23])=[O:22].O.CCCCCC>C(#N)C.C(OCC)(=O)C>[CH2:1]([O:3][C:4](=[O:20])[CH2:5][CH2:6][CH2:7][N:8]1[C:12]2=[N:13][S:14][C:15]([C:32]3[O:31][C:30]([C:27]4[CH:26]=[CH:25][C:24]([N+:21]([O-:23])=[O:22])=[CH:29][CH:28]=4)=[CH:34][CH:33]=3)=[C:11]2[S:10][C:9]1=[S:17])[CH3:2]. Reported procedure: As depicted in Scheme 34 below, Compound 43 (30 mg, 0.2 mmol) was dissolved in dry acetonitrile (2 ml), under nitrogen atmosphere, and the solution was cooled to −10° C. Nitrosyltetrafluoroborate (NOBF4, 28 mg, 0.24 mmol) in dry acetonitrile (1 ml) was then added and the resulting mixture immediately turned red. The mixture was stirred for one hour at −10° C., and a mixture of 2-(4-nitrophenyl) furan (75 mg, 0.4 mmol) and CuCl2 dihydrate (5 mg) in acetonitrile (1 ml) was thereafter added dropwis...